Dataset: the Open Reaction Database (ORD), a public repository of structured organic reaction records. Task: describe an organic reaction: reactants, conditions, products, and yield Starting materials: solution, B(Cl)(Cl)Cl (BCl3), ClCCl (dichloromethane), COC=1C(=NC=CN1)CC1=CC=CC=C1 (methoxybenzyl pyrazine), COC=1[C@H](N=C([C@@H](N1)CC1=C(C=C(C(=C1)C=O)OC)I)OC)C(C)C (2,5-dihydro-3,6-dimethoxy-2-isopropyl-5-(2′-iodo-4′-methoxy-5′-formylbenzyl)-(2R,5S)-pyrazine), ice water. Reaction conditions: temperature 0 celsius. Yields the product COC=1[C@H](N=C([C@@H](N1)CC1=C(C=C(C(=C1)C=O)O)I)OC)C(C)C (2,5-Dihydro-3,6-dimethoxy-2-isopropyl-5-(2′-iodo-4′-hydroxy-5′-formylbenzyl)-(2R,5S)-pyrazine). The yield is 31.1%. RXN SMILES: B(Cl)(Cl)Cl.ClCCl.COC1C(CC2C=CC=CC=2)=NC=CN=1.[CH3:23][O:24][C:25]1[C@@H:26]([CH:45]([CH3:47])[CH3:46])[N:27]=[C:28]([O:43][CH3:44])[C@H:29]([CH2:31][C:32]2[CH:37]=[C:36]([CH:38]=[O:39])[C:35]([O:40]C)=[CH:34][C:33]=2[I:42])[N:30]=1>>[CH3:23][O:24][C:25]1[C@@H:26]([CH:45]([CH3:47])[CH3:46])[N:27]=[C:28]([O:43][CH3:44])[C@H:29]([CH2:31][C:32]2[CH:37]=[C:36]([CH:38]=[O:39])[C:35]([OH:40])=[CH:34][C:33]=2[I:42])[N:30]=1. Procedure details: A 1M solution of BCl3 in dichloromethane (11.8 mL, 11.8 mmol) was added drop wise to a solution of the methoxybenzyl pyrazine analog 22 (134.80 mg, 0.30 mmol) and stirred at 0° C. under argon. The solution changed in color from the initial orange to light brown and finally to greenish brown. The reaction mixture was stirred for one hour at 0° C. and warmed slowly to room temperature over night. The reaction mixture was poured into ice-water and stirred for 15 min. The mixture was extracted with ...